From a dataset of the Open Reaction Database (ORD), a public repository of structured organic reaction records. describe an organic reaction: reactants, conditions, products, and yield The reactants are CCOC(=O)CCc1c[nH]c2c(-c3noc(-c4ccc(OC(C)C)c(C#N)c4)n3)c(F)ccc12, C1CCOC1, Cl, [Na+], [OH-], O. Product: CC(C)Oc1ccc(-c2nc(-c3c(F)ccc4c(CCC(=O)O)c[nH]c34)no2)cc1C#N. Reaction SMILES: [C:3](#[N:4])[c:5]1[cH:6][c:7](-[c:15]2[n:16][c:17](-[c:20]3[c:21]([F:36])[cH:22][cH:23][c:24]4[c:25]([CH2:29][CH2:30][C:31](=[O:32])[O:33][CH2:34][CH3:35])[cH:26][nH:27][c:28]34)[n:18][o:19]2)[cH:8][cH:9][c:10]1[O:11][CH:12]([CH3:13])[CH3:14].[CH2:38]1[O:39][CH2:40][CH2:41][CH2:42]1.[ClH:37].[Na+:2].[OH-:1].[OH2:43]>>[C:3](#[N:4])[c:5]1[cH:6][c:7](-[c:15]2[n:16][c:17](-[c:20]3[c:21]([F:36])[cH:22][cH:23][c:24]4[c:25]([CH2:29][CH2:30][C:31](=[O:32])[OH:33])[cH:26][nH:27][c:28]34)[n:18][o:19]2)[cH:8][cH:9][c:10]1[O:11][CH:12]([CH3:13])[CH3:14]. Reactants: CCNCC, C1CCOC1, ClCCl, O=C(Cl)c1ccccc1-c1ccc(C(F)(F)F)cc1, Nc1ccc(C=O)c(N)c1. Product: Nc1cc(NC(=O)c2ccccc2-c2ccc(C(F)(F)F)cc2)ccc1C=O. RXN SMILES: [CH2:30]([NH:31][CH2:32][CH3:33])[CH3:34].[CH2:35]1[O:36][CH2:37][CH2:38][CH2:39]1.[Cl:40][CH2:41][Cl:42].[F:11][C:12]([c:13]1[cH:14][cH:15][c:16](-[c:19]2[c:20]([C:25](=[O:26])[Cl:27])[cH:21][cH:22][cH:23][cH:24]2)[cH:17][cH:18]1)([F:28])[F:29].[NH2:1][c:2]1[c:3]([CH:4]=[O:5])[cH:6][cH:7][c:8]([NH2:10])[cH:9]1>>[NH2:1][c:2]1[c:3]([CH:4]=[O:5])[cH:6][cH:7][c:8]([NH:10][C:25]([c:20]2[c:19](-[c:16]3[cH:15][cH:14][c:13]([C:12]([F:11])([F:28])[F:29])[cH:18][cH:17]3)[cH:24][cH:23][cH:22][cH:21]2)=[O:26])[cH:9]1. The reactants are BrC=1C(=C2C(=NC1)NC(=N2)C2C(C2)C(=O)OCC)N2CCN(CC2)CC(NC=2SC=CN2)=O (ethyl 2-(6-bromo-7-(4-(2-oxo-2-(thiazol-2-ylamino)ethyl)piperazin-1-yl)-3H-imidazo[4,5-b]pyridin-2-yl)cyclopropanecarboxylate), [OH-].[NH4+] (ammonium hydroxide). The product is BrC=1C(=C2C(=NC1)NC(=N2)C2C(C2)C(=O)N)N2CCN(CC2)CC(NC=2SC=CN2)=O (2-(6-Bromo-7-(4-(2-oxo-2-(thiazol-2-ylamino)ethyl)piperazin-1-yl)-3H-imidazo[4,5-b]pyridin-2-yl)cyclopropanecarboxamide). As a reaction SMILES: [Br:1][C:2]1[C:3]([N:19]2[CH2:24][CH2:23][N:22]([CH2:25][C:26](=[O:33])[NH:27][C:28]3[S:29][CH:30]=[CH:31][N:32]=3)[CH2:21][CH2:20]2)=[C:4]2[N:10]=[C:9]([CH:11]3[CH2:13][CH:12]3[C:14]([O:16]CC)=O)[NH:8][C:5]2=[N:6][CH:7]=1.[OH-].[NH4+:35]>>[Br:1][C:2]1[C:3]([N:19]2[CH2:20][CH2:21][N:22]([CH2:25][C:26](=[O:33])[NH:27][C:28]3[S:29][CH:30]=[CH:31][N:32]=3)[CH2:23][CH2:24]2)=[C:4]2[N:10]=[C:9]([CH:11]3[CH2:13][CH:12]3[C:14]([NH2:35])=[O:16])[NH:8][C:5]2=[N:6][CH:7]=1 |f:1.2|. Procedure: A solution of ethyl 2-(6-bromo-7-(4-(2-oxo-2-(thiazol-2-ylamino)ethyl)piperazin-1-yl)-3H-imidazo[4,5-b]pyridin-2-yl)cyclopropanecarboxylate (15 mg, 0.028 mmol) in ammonium hydroxide (2.5 mL) was heated in a sealed tube at 100° C. for 16 h. After this time, LC-MS analysis showed that only the desired product was present. Evaporation of the solvents in vacuo provided the product (9 mg, 64%) as a colourless solid; 1H-NMR (500 MHz, DMSO-d6) 1.40 (app. quintet, J=4.4 Hz, 1H, cyclopropane CHAHB), 1.46... Reactants: [K+].[Br-] (KBr), C(C)(=O)N[C@@H]1/C(/C=C([C@@H]2[C@H]1OC(O2)(C)C)C(=O)[O-])=N/O.[Na+] (Sodium (3aR,7R,7aS,E)-7-acetamido-6-(hydroxyimino)-2,2-dimethyl-3a,6,7,7a-tetrahydrobenzo[d][1,3]dioxole-4-carboxylate), ( 85 ), C(C)OC(=O)C1=C[C@@H]([C@H]([C@@H]2OC(O[C@@H]21)(C)C)NC(C)=O)NC(=O)OC(C)(C)C ((3aR,6S,7R,7aS)-7-Acetylamino-6-tert-butoxycarbonylamino-2,2-dimethyl-3a,6,7,7a-tetrahydro-benzo[1,3]dioxole-4-carboxylic acid ethyl ester), ( 26 ), ( 7 ), C(C)OC(=O)C1=CC([C@H]([C@@H]2OC(O[C@@H]21)(C)C)NC(C)=O)=NO ((3aR,7R,7aS)-ethyl-7-acetamido-6-(hydroxyimino)-2,2-dimethyl-3a,6,7,7a-tetrahydrobenzo[d][1,3]dioxole-4-carboxylate), ( 100 ), C(C)OC(=O)C1=C[C@H]([C@@H]([C@H](C1)NC(=O)OC(C)(C)C)NC(C)=O)O ((3R,4R,5S)-4-Acetylamino-5-tert-butoxycarbonylamino-3-hydroxy-cyclohex-1-enecarboxylic acid ethyl ester). Solvent: CO (MeOH), C(Cl)Cl.CO (DCM MeOH). Yields the product C(C)(=O)N[C@@H]1[C@@H](C=C([C@@H]2[C@H]1OC(O2)(C)C)C(=O)[O-])O.[Na+] (Sodium (3aR,6R,7R,7aS)-7-acetamido-6-hydroxy-2,2-dimethyl-3a,6,7,7a-tetrahydrobenzo[d][1,3]dioxole-4-carboxylate). As a reaction SMILES: [K+].[Br-].C([O:5][C:6]([C:8]1[C@@H:16]2[C@@H:12]([O:13][C:14]([CH3:18])([CH3:17])[O:15]2)[C@H:11]([NH:19][C:20](=[O:22])[CH3:21])[C:10](=NO)[CH:9]=1)=[O:7])C.C(N[C@H]1[C@@H]2OC(C)(C)O[C@@H]2C(C([O-])=O)=C/C/1=N\O)(=[O:27])C.[Na+:45].C(OC(C1C[C@H](NC(OC(C)(C)C)=O)[C@@H](NC(=O)C)[C@H](O)C=1)=O)C.C(OC(C1[C@@H]2[C@@H](OC(C)(C)O2)[C@H](NC(=O)C)[C@@H](NC(OC(C)(C)C)=O)C=1)=O)C>CO.C(Cl)Cl.CO>[C:20]([NH:19][C@H:11]1[C@@H:12]2[O:13][C:14]([CH3:18])([CH3:17])[O:15][C@@H:16]2[C:8]([C:6]([O-:5])=[O:7])=[CH:9][C@H:10]1[OH:27])(=[O:22])[CH3:21].[Na+:45] |f:0.1,3.4,8.9,10.11|. Procedure: RF=0.15 (DCM/MeOH 3/1); [α]D20=−57.471 (c 0.5, MeOH); IR (KBr) ν 3419, 2929, 1691, 1595, 1552, 1384, 1240, 1214, 1045, 869 cm−1; 1H NMR (300 MHz, MeOD) δ 8.00 (d, 1H, J=7.5 Hz), 6.97 (d, 1H, J=3.9 Hz), 5.01 (d, 1H, J=5.4 Hz), 4.44 (t, 1H, J=3.9 Hz), 4.42-4.31 (m, 2H), 2.01 (s, 3H), 1.39 (s, 1H) ppm; 13C NMR (75 MHz, MeOD) δ 172.7, 109.1, 73.8, 70.5, 64.0, 51.8, 26.6, 24.7, 21.2 ppm; MS (FAB+) m/z %: 294 (M+H) (8), 272 (M−Na++2H+) (100), 214 (85), 176 (17), 126 (12), 84 (7), 60 (10), 43 (26); HRM... Reactants: ClC1=CC=CC=C1 (chlorobenzene), Cl.FC1=C(N)C=CC(=C1)F (2,4-difluoroaniline hydrochloride), C12(CC3CC(CC(C1)C3)C2)NC#N (1-adamantylcyanamide). As a reaction SMILES: ClC1C=CC=CC=1.Cl.[F:9][C:10]1[CH:16]=[C:15]([F:17])[CH:14]=[CH:13][C:11]=1[NH2:12].[C:18]12([NH:28][C:29]#[N:30])[CH2:27][CH:22]3[CH2:23][CH:24]([CH2:26][CH:20]([CH2:21]3)[CH2:19]1)[CH2:25]2>Cl.CO>[C:18]12([NH:28][C:29]([NH:12][C:11]3[CH:13]=[CH:14][C:15]([F:17])=[CH:16][C:10]=3[F:9])=[NH:30])[CH2:27][CH:22]3[CH2:23][CH:24]([CH2:26][CH:20]([CH2:21]3)[CH2:19]1)[CH2:25]2 |f:1.2|. Reported procedure: A single neck glass 100 ml round bottom flask was charged with chlorobenzene (20 ml), 2,4-difluoroaniline hydrochloride (prepared from the free base, Aldrich, by dissolving in 5% HCl in MeOH and concentrating, 2.0 g, 12 mmol) and 1-adamantylcyanamide (2.13 g, 12 mmol). Run in Cl (HCl), CO (MeOH). The product is C12(CC3CC(CC(C1)C3)C2)NC(=N)NC2=C(C=C(C=C2)F)F (N-(Adamantan-1-yl)-N'-(2,4-difluorophenyl)guanidine).